Dataset: the Open Reaction Database (ORD), a public repository of structured organic reaction records. Task: describe an organic reaction: reactants, conditions, products, and yield Starting materials: CC(C)C[AlH]CC(C)C, Cc1ccccc1, CC(N)(C#N)c1cccc(Cl)c1. Product: CC(N)(CN)c1cccc(Cl)c1. Reaction SMILES: [CH3:13][CH:14]([CH2:15][AlH:16][CH2:17][CH:18]([CH3:19])[CH3:20])[CH3:21].[CH3:22][c:23]1[cH:24][cH:25][cH:26][cH:27][cH:28]1.[NH2:1][C:2]([C:3]#[N:4])([CH3:5])[c:6]1[cH:7][c:8]([Cl:12])[cH:9][cH:10][cH:11]1>>[NH2:1][C:2]([CH2:3][NH2:4])([CH3:5])[c:6]1[cH:7][c:8]([Cl:12])[cH:9][cH:10][cH:11]1. Reactants: CC(C)(C)OC(=O)NC(COc1ccc(F)cc1[N+](=O)[O-])C(=O)O, CO, CO, ClCCl. The product is CC(C)(C)OC(=O)NC(COc1ccc(F)cc1N)C(=O)O. Reaction SMILES: [C:1]([CH3:2])([CH3:3])([CH3:4])[O:5][C:6](=[O:7])[NH:8][CH:9]([C:10](=[O:11])[OH:12])[CH2:13][O:14][c:15]1[c:16]([N+:22]([O-:23])=[O:24])[cH:17][c:18]([F:21])[cH:19][cH:20]1.[CH3:25][OH:26].[CH3:30][OH:31].[Cl:27][CH2:28][Cl:29]>>[C:1]([CH3:2])([CH3:3])([CH3:4])[O:5][C:6](=[O:7])[NH:8][CH:9]([C:10](=[O:11])[OH:12])[CH2:13][O:14][c:15]1[c:16]([NH2:22])[cH:17][c:18]([F:21])[cH:19][cH:20]1.